From a dataset of the Open Reaction Database (ORD), a public repository of structured organic reaction records. describe an organic reaction: reactants, conditions, products, and yield Reactants: O=[N+]([O-])c1ccc(OCCO)c(OCc2ccccc2)c1, CS(=O)(=O)Cl, CCN(C)CCc1ccc(OC)c(OC)c1, c1ccncc1. Product: COc1ccc(CCN(C)CCOc2ccc([N+](=O)[O-])cc2OCc2ccccc2)cc1OC. As a reaction SMILES: [CH2:1]([c:2]1[cH:3][cH:4][cH:5][cH:6][cH:7]1)[O:8][c:9]1[c:10]([O:11][CH2:12][CH2:13][OH:14])[cH:15][cH:16][c:17]([N+:19](=[O:20])[O-:21])[cH:18]1.[CH3:22][S:23](=[O:24])(=[O:25])[Cl:26].[CH3:27][O:28][c:29]1[cH:30][c:31]([CH2:32][CH2:33][N:34]([CH3:35])[CH2:36][CH3:37])[cH:38][cH:39][c:40]1[O:41][CH3:42].[cH:43]1[cH:44][cH:45][n:46][cH:47][cH:48]1>>[CH2:1]([c:2]1[cH:3][cH:4][cH:5][cH:6][cH:7]1)[O:8][c:9]1[c:10]([O:11][CH2:12][CH2:13][N:34]([CH2:33][CH2:32][c:31]2[cH:30][c:29]([O:28][CH3:27])[c:40]([O:41][CH3:42])[cH:39][cH:38]2)[CH3:35])[cH:15][cH:16][c:17]([N+:19](=[O:20])[O-:21])[cH:18]1. The reactants are O=C([O-])[O-], CCO, Clc1cc(Cl)nc(Cl)n1, Cc1cccc(N)c1C, [Na+], [Na+]. Product: Cc1cccc(Nc2cc(Cl)nc(Cl)n2)c1C. RXN SMILES: [C:19](=[O:20])([O-:21])[O-:22].[CH3:25][CH2:26][OH:27].[Cl:1][c:2]1[n:3][c:4]([Cl:9])[cH:5][c:6]([Cl:8])[n:7]1.[NH2:10][c:11]1[c:12]([CH3:18])[c:13]([CH3:17])[cH:14][cH:15][cH:16]1.[Na+:23].[Na+:24]>>[Cl:1][c:2]1[n:3][c:4]([Cl:9])[cH:5][c:6]([NH:10][c:11]2[c:12]([CH3:18])[c:13]([CH3:17])[cH:14][cH:15][cH:16]2)[n:7]1. Reactants: [Br-].ClC=1C(=C(C[Zn+])C=CC1)F ((3-chloro-2-fluorobenzyl)zinc(II) bromide), FC1=C(C=C2C(C(=CN(C2=C1)[C@H](COC(=O)OC)C(C)C)C(=O)OCC)=O)I ((S)-Ethyl 7-fluoro-6-iodo-1-(1-(methoxycarbonyloxy)-3-methylbutan-2-yl)-4-oxo-1,4-dihydroquinoline-3-carboxylate), O1C(=CC=C1)P(C=1OC=CC1)C=1OC=CC1 (trifurylphosphine), ClC=1C(=C(CBr)C=CC1)F (3-chloro-2-fluorobenzyl bromide), BrC(C)Br (dibromoethane), C[Si](C)(C)Cl (TMSCl), [Cl-].[NH4+] (ammonium chloride). The reagents and catalysts are C=1C=CC(=CC1)/C=C/C(=O)/C=C/C2=CC=CC=C2.C=1C=CC(=CC1)/C=C/C(=O)/C=C/C2=CC=CC=C2.[Pd] (Pd(dba)2), [Zn] (Zn), [Zn] (Zn). Solvent: C1CCOC1 (THF), C1CCOC1 (THF), C1CCOC1 (THF), C1CCOC1 (THF). Conditions: temperature 65 celsius. Product: ClC=1C(=C(CC=2C=C3C(C(=CN(C3=CC2F)[C@H](COC(=O)OC)C(C)C)C(=O)OCC)=O)C=CC1)F ((S)-Ethyl 6-(3-chloro-2-fluorobenzyl)-7-fluoro-1-(1-(methoxycarbonyloxy)-3-methylbutan-2-yl)-4-oxo-1,4-dihydroquinoline-3-carboxylate). RXN SMILES: BrC(Br)C.C[Si](Cl)(C)C.[Cl:10][C:11]1[C:12]([F:19])=[C:13]([CH:16]=[CH:17][CH:18]=1)[CH2:14]Br.[Br-].ClC1C(F)=C(C=CC=1)C[Zn+].[F:31][C:32]1[CH:41]=[C:40]2[C:35]([C:36](=[O:57])[C:37]([C:52]([O:54][CH2:55][CH3:56])=[O:53])=[CH:38][N:39]2[C@@H:42]([CH:49]([CH3:51])[CH3:50])[CH2:43][O:44][C:45]([O:47][CH3:48])=[O:46])=[CH:34][C:33]=1I.O1C=CC=C1P(C1OC=CC=1)C1OC=CC=1.[Cl-].[NH4+]>C1COCC1.[Zn].C1C=CC(/C=C/C(/C=C/C2C=CC=CC=2)=O)=CC=1.C1C=CC(/C=C/C(/C=C/C2C=CC=CC=2)=O)=CC=1.[Pd]>[Cl:10][C:11]1[C:12]([F:19])=[C:13]([CH:16]=[CH:17][CH:18]=1)[CH2:14][C:33]1[CH:34]=[C:35]2[C:40](=[CH:41][C:32]=1[F:31])[N:39]([C@@H:42]([CH:49]([CH3:51])[CH3:50])[CH2:43][O:44][C:45]([O:47][CH3:48])=[O:46])[CH:38]=[C:37]([C:52]([O:54][CH2:55][CH3:56])=[O:53])[C:36]2=[O:57] |f:3.4,7.8,11.12.13|. Reported procedure: A solution of dibromoethane (0.01 mL, 0.11 mmol) and 1M TMSCl in THF (0.2 mL, 0.2 mmol) was added to a mixture of Zn (200 mg, 3.06 mmol) in THF (5 mL) at rt and the resulting mixture was heated at 65° C. for 0.5 h. The mixture was then cooled to rt and a solution of 3-chloro-2-fluorobenzyl bromide (700 mg, 3.13 mmol) in THF (10 mL) was added with stirring continuing until all Zn had dissolved (approximately 1.5 hr). To the resulting gray slurry of (3-chloro-2-fluorobenzyl)zinc(II) bromide 18 was... Starting materials: CCN=C=NCCCN(C)C, Cl, NCC1CN(c2ccc(C3CNCCO3)c(F)c2)C(=O)O1, O=C(O)CCC(=O)c1cccs1, On1nnc2ccccc21. Reaction SMILES: [CH3:45][N:46]([CH3:47])[CH2:48][CH2:49][CH2:50][N:51]=[C:52]=[N:53][CH2:54][CH3:55].[ClH:44].[F:1][c:2]1[cH:3][c:4]([N:14]2[C:15](=[O:21])[O:16][CH:17]([CH2:19][NH2:20])[CH2:18]2)[cH:5][cH:6][c:7]1[CH:8]1[O:9][CH2:10][CH2:11][NH:12][CH2:13]1.[O:22]=[C:23]([CH2:24][CH2:25][C:26](=[O:27])[OH:28])[c:29]1[s:30][cH:31][cH:32][cH:33]1.[OH:34][n:35]1[c:36]2[c:37]([cH:38][cH:39][cH:40][cH:41]2)[n:42][n:43]1>>[F:1][c:2]1[cH:3][c:4]([N:14]2[C:15](=[O:21])[O:16][CH:17]([CH2:19][NH:20][C:26]([CH2:25][CH2:24][C:23](=[O:22])[c:29]3[s:30][cH:31][cH:32][cH:33]3)=[O:27])[CH2:18]2)[cH:5][cH:6][c:7]1[CH:8]1[O:9][CH2:10][CH2:11][NH:12][CH2:13]1. The product is O=C(CCC(=O)c1cccs1)NCC1CN(c2ccc(C3CNCCO3)c(F)c2)C(=O)O1. Reactants: NC1=C(C(=O)O)C(=CC=C1)F (2-amino-6-fluorobenzoic acid), C1CCOC1 (THF), C(C)[Mg]Br (ethyl magnesium bromide), C1=CN(C=N1)C(=O)N2C=CN=C2 (CDI). Reaction conditions: time 3 day. Yields the product C(C)C1(OC(NC2=C1C(=CC=C2)F)=O)CC (4,4-diethyl-5-fluoro-1,4-dihydro-2H-3,1-benzoxazin-2-one). Isolated yield 43.0%. Reaction SMILES: [NH2:1][C:2]1[CH:10]=[CH:9][CH:8]=[C:7]([F:11])[C:3]=1[C:4]([OH:6])=O.[CH2:12]([Mg]Br)[CH3:13].C1N=CN([C:21](N2C=NC=C2)=[O:22])C=1.[CH2:28]1COC[CH2:29]1>>[CH2:28]([C:4]1([CH2:12][CH3:13])[C:3]2[C:7]([F:11])=[CH:8][CH:9]=[CH:10][C:2]=2[NH:1][C:21](=[O:22])[O:6]1)[CH3:29]. Procedure details: To a stirred solution of 2-amino-6-fluorobenzoic acid (15.34 g, 98.90 mmol) in THF (330 mL) at 0° C. was slowly added ethyl magnesium bromide (650 mL, 650.0 mmol) and allowed to warm to room temperature. After 3 days, the reaction was quenched with chilled ammonium chloride solution (sat.) and extracted several times with ethyl acetate. The combined organic layers were dried over magnesium sulfate and concentrated. The crude material was taken up in THF (300 mL) and CDI (14.97 g, 92.30 mmol) was... Starting materials: CN(C)C(OC(C)(C)C)OC(C)(C)C, c1ccccc1, O=C(O)Cn1c(-c2ccccn2)nc2cccnc21. Product: CC(C)(C)OC(=O)Cn1c(-c2ccccn2)nc2cccnc21. RXN SMILES: [C:1]([O:5][CH:6]([N:2]([CH3:3])[CH3:4])[O:10][C:11]([CH3:12])([CH3:13])[CH3:14])([CH3:7])([CH3:8])[CH3:9].[cH:34]1[cH:35][cH:36][cH:37][cH:38][cH:39]1.[n:15]1[c:16](-[c:21]2[n:22][c:23]3[c:24]([n:25][cH:26][cH:27][cH:28]3)[n:29]2[CH2:30][C:31]([OH:32])=[O:33])[cH:17][cH:18][cH:19][cH:20]1>>[O:5]=[C:6]([O:10][C:11]([CH3:12])([CH3:13])[CH3:14])[CH2:30][n:29]1[c:21](-[c:16]2[n:15][cH:20][cH:19][cH:18][cH:17]2)[n:22][c:23]2[c:24]1[n:25][cH:26][cH:27][cH:28]2.